Dataset: the Open Reaction Database (ORD), a public repository of structured organic reaction records. Task: describe an organic reaction: reactants, conditions, products, and yield Starting materials: BrC1=CC(=C(C=C1)N)CSC (4-bromo-2-methylsulfanylmethyl-phenylamine), FC1=CC2=C(SC(=C2C)S(=O)(=O)Cl)C=C1 (5-fluoro-3-methylbenzo[b]thiophene-2-sulphonyl chloride). The product is BrC1=CC(=C(C=C1)NS(=O)(=O)C1=C(C2=C(S1)C=CC(=C2)F)C)CSC (5-Fluoro-3-methyl-benzo[b]thiophene-2-sulfonic acid(4-bromo-2-methylsulfanylmethyl-phenyl)-amide). Isolated yield 70.5%. Reaction SMILES: [Br:1][C:2]1[CH:7]=[CH:6][C:5]([NH2:8])=[C:4]([CH2:9][S:10][CH3:11])[CH:3]=1.[F:12][C:13]1[CH:26]=[CH:25][C:16]2[S:17][C:18]([S:21](Cl)(=[O:23])=[O:22])=[C:19]([CH3:20])[C:15]=2[CH:14]=1>>[Br:1][C:2]1[CH:7]=[CH:6][C:5]([NH:8][S:21]([C:18]2[S:17][C:16]3[CH:25]=[CH:26][C:13]([F:12])=[CH:14][C:15]=3[C:19]=2[CH3:20])(=[O:23])=[O:22])=[C:4]([CH2:9][S:10][CH3:11])[CH:3]=1. Reported procedure: This compound was prepared in analogy to Example 1 starting from 4-bromo-2-methylsulfanylmethyl-phenylamine (Allen, David George; Eldred, Colin David; Judkins, Brian David; Mitchell, William Leonard, WO 9749699, 4.6 g) and 5-fluoro-3-methylbenzo[b]thiophene-2-sulphonyl chloride (1.06 g) to obtain the desired compound (1.3 g) as a brownish solid. MS (ISN): 458.1, 460.0 (M−H)− Reactants: CCOC(=O)C1(CI)CCN(C(=O)c2ccccc2OC)C1, Oc1ccc(-c2ccc(F)cc2)nc1. The product is CCOC(=O)C1(COc2ccc(-c3ccc(F)cc3)nc2)CCN(C(=O)c2ccccc2OC)C1. As a reaction SMILES: [CH2:15]([CH3:16])[O:17][C:18](=[O:19])[C:20]1([CH2:35][I:36])[CH2:21][N:22]([C:25]([c:26]2[c:27]([O:32][CH3:33])[cH:28][cH:29][cH:30][cH:31]2)=[O:34])[CH2:23][CH2:24]1.[F:1][c:2]1[cH:3][cH:4][c:5](-[c:8]2[cH:9][cH:10][c:11]([OH:14])[cH:12][n:13]2)[cH:6][cH:7]1>>[F:1][c:2]1[cH:3][cH:4][c:5](-[c:8]2[cH:9][cH:10][c:11]([O:14][CH2:35][C:20]3([C:18]([O:17][CH2:15][CH3:16])=[O:19])[CH2:21][N:22]([C:25]([c:26]4[c:27]([O:32][CH3:33])[cH:28][cH:29][cH:30][cH:31]4)=[O:34])[CH2:23][CH2:24]3)[cH:12][n:13]2)[cH:6][cH:7]1. The reactants are ClC1=C(C=C(C=C1N1C[C@H]2OCCN[C@@H]2CC1)C#N)NC1=NN2C(C(=N1)NCC)=NC=C2C#N ((+/−)-2-((2-chloro-5-cyano-3-((4aR,8aR)-hexahydro-1H-pyrido[3,4-b][1,4]oxazin-6(7H)-yl)phenyl)amino)-4-(ethylamino)imidazo[2,1-f][1,2,4]triazine-7-carbonitrile), C(OC)(OC)OC (trimethyl orthoformate), CC(=O)O (AcOH), O1CC(C1)=O (oxetan-3-one). The solvent is CO (MeOH), C1CCOC1 (THF), CCOC(=O)C (EtOAc). Conditions: temperature 25 celsius, time 2 hour. Yields the product ClC1=C(C=C(C=C1N1C[C@H]2OCCN([C@@H]2CC1)C1COC1)C#N)NC1=NN2C(C(=N1)NCC)=NC=C2C#N ((+/−)-2-((2-chloro-5-cyano-3-((4aR,8aR)-1-(oxetan-3-yl)hexahydro-1H-pyrido[3,4-b][1,4]oxazin-6(7H)-yl)phenyl)amino)-4-(ethylamino)imidazo[2,1-f][1,2,4]triazine-7-carbonitrile). Isolated yield 21.4%. Reaction SMILES: [Cl:1][C:2]1[C:7]([N:8]2[CH2:17][CH2:16][C@@H:15]3[C@H:10]([O:11][CH2:12][CH2:13][NH:14]3)[CH2:9]2)=[CH:6][C:5]([C:18]#[N:19])=[CH:4][C:3]=1[NH:20][C:21]1[N:26]=[C:25]([NH:27][CH2:28][CH3:29])[C:24]2=[N:30][CH:31]=[C:32]([C:33]#[N:34])[N:23]2[N:22]=1.C(OC)(OC)OC.CC(O)=O.[O:46]1[CH2:49][C:48](=O)[CH2:47]1>CO.CCOC(C)=O.C1COCC1>[Cl:1][C:2]1[C:7]([N:8]2[CH2:17][CH2:16][C@@H:15]3[C@H:10]([O:11][CH2:12][CH2:13][N:14]3[CH:48]3[CH2:49][O:46][CH2:47]3)[CH2:9]2)=[CH:6][C:5]([C:18]#[N:19])=[CH:4][C:3]=1[NH:20][C:21]1[N:26]=[C:25]([NH:27][CH2:28][CH3:29])[C:24]2=[N:30][CH:31]=[C:32]([C:33]#[N:34])[N:23]2[N:22]=1. Reported procedure: (+/−)-2-((2-chloro-5-cyano-3-((4aR,8aR)-hexahydro-1H-pyrido[3,4-b][1,4]oxazin-6(7H)-yl)phenyl)amino)-4-(ethylamino)imidazo[2,1-f][1,2,4]triazine-7-carbonitrile (Example 371)(10 mg, 0.021 mmol) was taken up in MeOH (0.5 mL) and THF (0.5 mL) and trimethyl orthoformate (0.173 mL, 1.566 mmol), AcOH (4.78 μl, 0.084 mmol), and oxetan-3-one (0.013 mL, 0.209 mmol) were added. The reaction was stirred at 25° C. for 2 hr, then NaCNBH4 (0.209 mL, 0.209 mmol) was added and the reaction stirred at 25° C. ove... Starting materials: CN(CC(CN(C)C)O)C (N,N,N',N'-tetramethyl-2-hydroxy-1,3-propanediamine), Cl (hydrochloric acid). Product: Cl.Cl.CN(CC(CN(C)C)O)C (N,N,N',N'-tetramethyl-2-hydroxy-1,3-propanediamine dihydrochloride). Reaction SMILES: [CH3:1][N:2]([CH3:10])[CH2:3][CH:4]([OH:9])[CH2:5][N:6]([CH3:8])[CH3:7].[ClH:11]>>[ClH:11].[ClH:11].[CH3:1][N:2]([CH3:10])[CH2:3][CH:4]([OH:9])[CH2:5][N:6]([CH3:8])[CH3:7] |f:2.3.4|. Procedure: A 1000 mL four-neck flask equipped with a reflux condenser, mechanical stirrer, thermometer and a dropping funnel was charged with 149.5 g (1.0 mole) of a 98 percent, N,N,N',N'-tetramethyl-2-hydroxy-1,3-propanediamine. The flask was immersed into an ice-water bath while 197.2 g (2.0 moles) of concentrated hydrochloric acid was introduced at such a rate as to keep the temperature between 35° and 45° C. To the N,N,N',N'-tetramethyl-2-hydroxy-1,3-propanediamine dihydrochloride so obtained, 185.0 g ... The reactants are CCOC(=O)C(C)(C)Oc1ccc(OCCc2nc(-c3cccc(-c4ccccc4)c3)oc2C)cc1CCc1ccccc1, CCO, [Na+], [OH-]. Product: Cc1oc(-c2cccc(-c3ccccc3)c2)nc1CCOc1ccc(OC(C)(C)C(=O)O)c(CCc2ccccc2)c1. Reaction SMILES: [CH2:1]([CH3:2])[O:3][C:4]([C:5]([CH3:6])([CH3:7])[O:8][c:9]1[c:10]([CH2:36][CH2:37][c:38]2[cH:39][cH:40][cH:41][cH:42][cH:43]2)[cH:11][c:12]([O:15][CH2:16][CH2:17][c:18]2[n:19][c:20](-[c:24]3[cH:25][c:26](-[c:30]4[cH:31][cH:32][cH:33][cH:34][cH:35]4)[cH:27][cH:28][cH:29]3)[o:21][c:22]2[CH3:23])[cH:13][cH:14]1)=[O:44].[CH3:47][CH2:48][OH:49].[Na+:46].[OH-:45]>>[O:3]=[C:4]([C:5]([CH3:6])([CH3:7])[O:8][c:9]1[c:10]([CH2:36][CH2:37][c:38]2[cH:39][cH:40][cH:41][cH:42][cH:43]2)[cH:11][c:12]([O:15][CH2:16][CH2:17][c:18]2[n:19][c:20](-[c:24]3[cH:25][c:26](-[c:30]4[cH:31][cH:32][cH:33][cH:34][cH:35]4)[cH:27][cH:28][cH:29]3)[o:21][c:22]2[CH3:23])[cH:13][cH:14]1)[OH:44].